From a dataset of the Open Reaction Database (ORD), a public repository of structured organic reaction records. describe an organic reaction: reactants, conditions, products, and yield Reactants: CC(C)OC(=O)N=NC(=O)OC(C)C, COC(=O)c1nccn(C2OC(CO)C3OC(C)(C)OC32)c1=O, O=P([O-])(OCc1ccccc1)OCc1ccccc1, c1ccc(P(c2ccccc2)c2ccccc2)cc1, c1ccncc1. The product is COC(=O)c1nccn(C2OC(COP(=O)(OCc3ccccc3)OCc3ccccc3)C3OC(C)(C)OC32)c1=O. RXN SMILES: [O:62]=[C:63]([O:64][CH:65]([CH3:66])[CH3:67])[N:68]=[N:69][C:70]([O:71][CH:72]([CH3:73])[CH3:74])=[O:75].[OH:1][CH2:2][CH:3]1[O:4][CH:5]([n:13]2[c:14](=[O:23])[c:15]([C:19](=[O:20])[O:21][CH3:22])[n:16][cH:17][cH:18]2)[CH:6]2[CH:7]1[O:8][C:9]([CH3:11])([CH3:12])[O:10]2.[P:24](=[O:25])([O:26][CH2:27][c:28]1[cH:29][cH:30][cH:31][cH:32][cH:33]1)([O:34][CH2:35][c:36]1[cH:37][cH:38][cH:39][cH:40][cH:41]1)[O-:42].[c:43]1([P:44]([c:45]2[cH:46][cH:47][cH:48][cH:49][cH:50]2)[c:51]2[cH:52][cH:53][cH:54][cH:55][cH:56]2)[cH:57][cH:58][cH:59][cH:60][cH:61]1.[cH:76]1[cH:77][cH:78][n:79][cH:80][cH:81]1>>[O:1]([CH2:2][CH:3]1[O:4][CH:5]([n:13]2[c:14](=[O:23])[c:15]([C:19](=[O:20])[O:21][CH3:22])[n:16][cH:17][cH:18]2)[CH:6]2[CH:7]1[O:8][C:9]([CH3:11])([CH3:12])[O:10]2)[P:24](=[O:25])([O:26][CH2:27][c:28]1[cH:29][cH:30][cH:31][cH:32][cH:33]1)[O:34][CH2:35][c:36]1[cH:37][cH:38][cH:39][cH:40][cH:41]1. Starting materials: CCCCC1Cc2c(cc(F)c(OC)c2C)C1=O, CCCCC1(CCC(=O)CCC)Cc2c(cc(F)c(OC)c2C)C1=O, CC(=O)O, C=CC(=O)CCC, Cl, C1CCC2=NCCCN2CC1, C1CCOC1. The product is CCCCC12CCC(=O)C(CC)=C1c1cc(F)c(OC)c(C)c1C2. Reaction SMILES: [CH2:1]([CH:2]1[CH2:3][c:4]2[c:5]([cH:6][c:7]([F:8])[c:9]([O:10][CH3:11])[c:12]2[CH3:13])[C:14]1=[O:15])[CH2:16][CH2:17][CH3:18].[CH2:37]([CH2:38][CH2:39][CH3:40])[C:41]1([CH2:55][CH2:56][C:57]([CH2:58][CH2:59][CH3:60])=[O:61])[C:42](=[O:54])[c:43]2[cH:44][c:45]([F:53])[c:46]([O:51][CH3:52])[c:47]([CH3:50])[c:48]2[CH2:49]1.[CH3:68][C:69](=[O:70])[OH:71].[CH:19]([C:20]([CH2:21][CH2:22][CH3:23])=[O:24])=[CH2:25].[ClH:62].[N:26]12[CH2:27][CH2:28][CH2:29][N:30]=[C:31]1[CH2:32][CH2:33][CH2:34][CH2:35][CH2:36]2.[O:63]1[CH2:64][CH2:65][CH2:66][CH2:67]1>>[CH2:37]([CH2:38][CH2:39][CH3:40])[C:41]12[C:42](=[C:58]([CH2:59][CH3:60])[C:57](=[O:61])[CH2:56][CH2:55]1)[c:43]1[cH:44][c:45]([F:53])[c:46]([O:51][CH3:52])[c:47]([CH3:50])[c:48]1[CH2:49]2. The reactants are C(C)C1C(CCC(C(OC(C2CCCCN2C(C(C2(C(CC(C(C(CC(CC(=C1)C)C)OC)O2)OC)C)O)=O)=O)=O)C(=CC2CC(C(CC2)O)O[Si](C)(C)C(C)(C)C)C)C)=O (17-ethyl-1-hydroxy-12-[2'-(3"-t-butyldimethylsilyloxy-4"-hydroxycyclohexyl)-1'-methylvinyl]-23,25-dimethoxy-13,19,21,27-tetramethyl-11,28-dioxa-4-azatricyclo[22.3.1.04,9 ]octacos-18-ene-2,3,10,16-tetraone), [N+](=[N-])=C (diazomethane), B(F)(F)F (BF3). Yields the product C(C)C1C(CCC(C(OC(C2CCCCN2C(C(C2(C(CC(C(C(CC(CC(=C1)C)C)OC)O2)OC)C)O)=O)=O)=O)C(=CC2CC(C(CC2)OC)O[Si](C)(C)C(C)(C)C)C)C)=O (17-ethyl-1-hydroxy-12-[2'-(3"-t-butyldimethylsilyloxy-4"-methoxycyclohexyl)-1'-methylvinyl]-23,25-dimethoxy-13,19,21,27-tetramethyl-11,28-dioxa-4-azatricyclo[22.3.1.04,9 ]octacos-18-ene-2,3,10,16-tetraone). Reaction SMILES: [CH2:1]([CH:3]1[CH:29]=[C:28]([CH3:30])[CH2:27][CH:26]([CH3:31])[CH2:25][CH:24]([O:32][CH3:33])[CH:23]2[O:34][C:19]([OH:38])([CH:20]([CH3:37])[CH2:21][CH:22]2[O:35][CH3:36])[C:18](=[O:39])[C:17](=[O:40])[N:16]2[CH:11]([CH2:12][CH2:13][CH2:14][CH2:15]2)[C:10](=[O:41])[O:9][CH:8]([C:42]([CH3:59])=[CH:43][CH:44]2[CH2:49][CH2:48][CH:47]([OH:50])[CH:46]([O:51][Si:52]([C:55]([CH3:58])([CH3:57])[CH3:56])([CH3:54])[CH3:53])[CH2:45]2)[CH:7]([CH3:60])[CH2:6][CH2:5][C:4]1=[O:61])[CH3:2].[N+](=[CH2:64])=[N-].B(F)(F)F>>[CH2:1]([CH:3]1[CH:29]=[C:28]([CH3:30])[CH2:27][CH:26]([CH3:31])[CH2:25][CH:24]([O:32][CH3:33])[CH:23]2[O:34][C:19]([OH:38])([CH:20]([CH3:37])[CH2:21][CH:22]2[O:35][CH3:36])[C:18](=[O:39])[C:17](=[O:40])[N:16]2[CH:11]([CH2:12][CH2:13][CH2:14][CH2:15]2)[C:10](=[O:41])[O:9][CH:8]([C:42]([CH3:59])=[CH:43][CH:44]2[CH2:49][CH2:48][CH:47]([O:50][CH3:64])[CH:46]([O:51][Si:52]([C:55]([CH3:57])([CH3:56])[CH3:58])([CH3:54])[CH3:53])[CH2:45]2)[CH:7]([CH3:60])[CH2:6][CH2:5][C:4]1=[O:61])[CH3:2]. Procedure: An ethereal solution of 17-ethyl-1-hydroxy-12-[2'-(3"-t-butyldimethylsilyloxy-4"-hydroxycyclohexyl)-1'-methylvinyl]-23,25-dimethoxy-13,19,21,27-tetramethyl-11,28-dioxa-4-azatricyclo[22.3.1.04,9 ]octacos-18-ene-2,3,10,16-tetraone is treated with diazomethane and BF3 etherate as in Example 67 to yield 17-ethyl-1-hydroxy-12-[2'-(3"-t-butyldimethylsilyloxy-4"-methoxycyclohexyl)-1'-methylvinyl]-23,25-dimethoxy-13,19,21,27-tetramethyl-11,28-dioxa-4-azatricyclo[22.3.1.04,9 ]octacos-18-ene-2,3,10,16-tet... Reactants: CC1=CC[C@H](CC1)C(C)(C)O (α-terpineol), [Cr](=O)(=O)([O-])Cl.[NH+]1=CC=CC=C1 (pyridinium chlorochromate), ClC1=CC(=CC=C1)C(=O)OO (m-chloroperbenzoic acid), C(CCl)Cl (ethylene dichloride). The solvent is C(Cl)Cl (methylene chloride). Yields the product CC12OC(C(CC1=O)CC2)(C)C (1,3,3-trimethyl-2-oxabicyclo [2,2,2]octan-6-one). Reaction SMILES: [CH3:1][C:2]1[CH2:7][CH2:6][C@H:5]([C:8]([OH:11])([CH3:10])[CH3:9])[CH2:4][CH:3]=1.ClC1C=CC=C(C(OO)=[O:20])C=1.C(Cl)CCl.[Cr](Cl)([O-])(=O)=O.[NH+]1C=CC=CC=1>C(Cl)Cl>[CH3:1][C:2]12[CH2:7][CH2:6][CH:5]([CH2:4][C:3]1=[O:20])[C:8]([CH3:10])([CH3:9])[O:11]2 |f:3.4|. Reported procedure: A mixture of 3.08 g. (0.02 mole) α-terpineol and 4.45 g. (0.022 mole) of 85 percent m-chloroperbenzoic acid in 70 ml. of ethylene dichloride is refluxed under nitrogen for 20 hours, then cooled to room temperature and washed with aqueous sodium bisulfite and sodium bicarbonate solutions. The solvent is removed in vacuo and the resulting oil is treated in situ with 2.94 g. (0.0136 mole) pyridinium chlorochromate. The resulting mixture is stirred under nitrogen in 35 ml. of methylene chloride at a... Starting materials: N1=CC=C(C=C1)N1CC(NCC1)=O (4-(4-pyridyl) piperazin-2-one), C(C1=CC=CC=C1)OC1=CC=C(C=C1)Br (4-benzyloxybromobenzene), [H-].[K+] (potassium hydride). Reagents/catalysts: [Cu]I (copper (I) iodide). Run in CN(C=O)C (dimethyl formamide), O (water), [Cl-].[Na+].O (brine). Conditions: time 0.5 hour. Yields the product N (ammonia), C(C1=CC=CC=C1)OC1=CC=C(C=C1)N1C(CN(CC1)C1=CC=NC=C1)=O (4-benzyloxy [4-(4-pyridyl)piperazin-2-one-1-yl]benzene). Yield: 123.3%. As a reaction SMILES: [N:1]1[CH:6]=[CH:5][C:4]([N:7]2[CH2:12][CH2:11][NH:10][C:9](=[O:13])[CH2:8]2)=[CH:3][CH:2]=1.[H-].[K+].[CH2:16]([O:23][C:24]1[CH:29]=[CH:28][C:27](Br)=[CH:26][CH:25]=1)[C:17]1[CH:22]=[CH:21][CH:20]=[CH:19][CH:18]=1>CN(C)C=O.O.[Cl-].[Na+].O.[Cu]I>[NH3:1].[CH2:16]([O:23][C:24]1[CH:29]=[CH:28][C:27]([N:10]2[CH2:11][CH2:12][N:7]([C:4]3[CH:3]=[CH:2][N:1]=[CH:6][CH:5]=3)[CH2:8][C:9]2=[O:13])=[CH:26][CH:25]=1)[C:17]1[CH:22]=[CH:21][CH:20]=[CH:19][CH:18]=1 |f:1.2,6.7.8|. Procedure: To a stirred suspension of 4-(4-pyridyl) piperazin-2-one (880 mg) in dimethyl formamide (20 ml) was added potassium hydride (1.0 ml of a 20% dispersion) and the mixture stirred for 0.5 hr, after which time was added copper (I) iodide (1.0 g). After 0.25 hr there was added 4-benzyloxybromobenzene (1.2 g) and the mixture stirred at 140° C. in an argon atmosphere for 2 hr. The reaction mixture was diluted with water and brine and extracted with dichloromethane (3×40 ml); the combined extracts were ... Starting materials: CCOC(=O)CC(CCCCCCc1cccc(NCc2ccc(OC)cc2)n1)c1cnc2ccccc2n1, CC(=O)O, CO. Yields the product CCOC(=O)CC(CCCCCCc1cccc(N(C)Cc2ccc(OC)cc2)n1)c1cnc2ccccc2n1. Reaction SMILES: [CH2:1]([CH3:2])[O:3][C:4]([CH2:5][CH:6]([CH2:7][CH2:8][CH2:9][CH2:10][CH2:11][CH2:12][c:13]1[n:14][c:15]([NH:19][CH2:20][c:21]2[cH:22][cH:23][c:24]([O:27][CH3:28])[cH:25][cH:26]2)[cH:16][cH:17][cH:18]1)[c:29]1[n:30][c:31]2[cH:32][cH:33][cH:34][cH:35][c:36]2[n:37][cH:38]1)=[O:39].[CH3:40][C:41](=[O:42])[OH:43].[CH3:44][OH:45]>>[CH2:1]([CH3:2])[O:3][C:4]([CH2:5][CH:6]([CH2:7][CH2:8][CH2:9][CH2:10][CH2:11][CH2:12][c:13]1[n:14][c:15]([N:19]([CH2:20][c:21]2[cH:22][cH:23][c:24]([O:27][CH3:28])[cH:25][cH:26]2)[CH3:40])[cH:16][cH:17][cH:18]1)[c:29]1[n:30][c:31]2[cH:32][cH:33][cH:34][cH:35][c:36]2[n:37][cH:38]1)=[O:39]. Starting materials: COC(=O)C=1C=CC=C2C=C(C=NC12)OC1=C(C=C(C=C1Cl)[N+](=O)[O-])Cl (3-(2,6-Dichloro-4-nitro-phenoxy)-quinoline-8-carboxylic Acid Methyl Ester), [NH4+].[Cl-] (NH4Cl). Reagents/catalysts: [Fe] (iron). Run in CCO.C1CCOC1.O (EtOH THF H2O). The product is COC(=O)C=1C=CC=C2C=C(C=NC12)OC1=C(C=C(C=C1Cl)N)Cl (3-(4-Amino-2,6-dichloro-phenoxy)-quinoline-8-carboxylic Acid Methyl Ester). The yield is 118.7%. Reaction SMILES: [CH3:1][O:2][C:3]([C:5]1[CH:6]=[CH:7][CH:8]=[C:9]2[C:14]=1[N:13]=[CH:12][C:11]([O:15][C:16]1[C:21]([Cl:22])=[CH:20][C:19]([N+:23]([O-])=O)=[CH:18][C:17]=1[Cl:26])=[CH:10]2)=[O:4].[NH4+].[Cl-]>CCO.C1COCC1.O.[Fe]>[CH3:1][O:2][C:3]([C:5]1[CH:6]=[CH:7][CH:8]=[C:9]2[C:14]=1[N:13]=[CH:12][C:11]([O:15][C:16]1[C:17]([Cl:26])=[CH:18][C:19]([NH2:23])=[CH:20][C:21]=1[Cl:22])=[CH:10]2)=[O:4] |f:1.2,3.4.5|. Procedure: To a solution of 3-(2,6-Dichloro-4-nitro-phenoxy)-quinoline-8-carboxylic acid methyl ester (98) (1.26 mmol) and NH4Cl (370 mg, 6.91 mmol) in EtOH/THF/H2O=8 mL/4 mL/2 mL was added iron powder (386 mg, 6.91 mmol). The reaction mixture was refluxed for 3.5 h. After cooling to room temperature and insoluble materials were filtered by Celite filtration. The filtrate was concentrated and sat NaHCO3 was added to the residue, which was extracted twice with AcOEt. Organic layer was washed by brine, dried... Reactants: IC1=CC=C(C=C1)CC(C)NC(C)=O (N-[2-(4-iodo-phenyl)-1-methyl-ethyl]-acetamide). Run in Cl (HCl). The product is IC1=CC=C(C=C1)CC(C)N (2-(4-Iodo-phenyl)-1-methyl-ethylamine). RXN SMILES: [I:1][C:2]1[CH:7]=[CH:6][C:5]([CH2:8][CH:9]([NH:11]C(=O)C)[CH3:10])=[CH:4][CH:3]=1>Cl>[I:1][C:2]1[CH:3]=[CH:4][C:5]([CH2:8][CH:9]([NH2:11])[CH3:10])=[CH:6][CH:7]=1. Reported procedure: 9.00 g (29.69 mmol) N-[2-(4-iodo-phenyl)-1-methyl-ethyl]-acetamide (I52.1) are added to 150 mL HCl (4N) and the reaction mixture is stirred at reflux over night. Then the mixture is diluted with soda lye and extracted with EtOAc. The organic layer is dried with Na2SO4 and the solvent is removed in vacuo. Reactants: CC[Zn]CC, C=COc1ccc2c(C#N)cn(CC)c2c1, CCOC(C)=O, [Cl-], ClCI, ClCCCl, [NH4+], [NH4+], [OH-]. Product: CCn1cc(C#N)c2ccc(OC3CC3)cc21. Reaction SMILES: [CH2:1]([Zn:2][CH2:3][CH3:4])[CH3:5].[CH2:6]([CH3:7])[n:8]1[cH:9][c:10]([C:20]#[N:21])[c:11]2[cH:12][cH:13][c:14]([O:17][CH:18]=[CH2:19])[cH:15][c:16]12.[CH3:29][CH2:30][O:31][C:32](=[O:33])[CH3:34].[Cl-:25].[Cl:22][CH2:23][I:24].[Cl:35][CH2:36][CH2:37][Cl:38].[NH4+:26].[NH4+:27].[OH-:28]>>[CH2:1]1[CH:18]([O:17][c:14]2[cH:13][cH:12][c:11]3[c:10]([C:20]#[N:21])[cH:9][n:8]([CH2:6][CH3:7])[c:16]3[cH:15]2)[CH2:19]1.